From a dataset of the Open Reaction Database (ORD), a public repository of structured organic reaction records. describe an organic reaction: reactants, conditions, products, and yield Starting materials: Cc1ccc2c(c1)C(C)(C)CC(c1cccc(N)c1)N2, ClCCl, O=S(=O)(Cl)c1ccccc1F, c1ccncc1. The product is Cc1ccc2c(c1)C(C)(C)CC(c1cccc(NS(=O)(=O)c3ccccc3F)c1)N2. As a reaction SMILES: [CH3:1][C:2]1([CH3:20])[CH2:3][CH:4]([c:13]2[cH:14][c:15]([NH2:19])[cH:16][cH:17][cH:18]2)[NH:5][c:6]2[cH:7][cH:8][c:9]([CH3:12])[cH:10][c:11]21.[Cl:38][CH2:39][Cl:40].[F:27][c:28]1[c:29]([S:34](=[O:35])(=[O:36])[Cl:37])[cH:30][cH:31][cH:32][cH:33]1.[cH:21]1[cH:22][cH:23][n:24][cH:25][cH:26]1>>[CH3:1][C:2]1([CH3:20])[CH2:3][CH:4]([c:13]2[cH:14][c:15]([NH:19][S:34]([c:29]3[c:28]([F:27])[cH:33][cH:32][cH:31][cH:30]3)(=[O:35])=[O:36])[cH:16][cH:17][cH:18]2)[NH:5][c:6]2[cH:7][cH:8][c:9]([CH3:12])[cH:10][c:11]21. The reactants are CCOC(=N)CS(=O)(=O)c1ccccc1, ClC(Cl)Cl, Cl, NNC(=O)c1ccc(F)cc1F. The product is NC(CS(=O)(=O)c1ccccc1)=NNC(=O)c1ccc(F)cc1F. Reaction SMILES: [CH2:2]([O:3][C:5]([CH2:6][S:7](=[O:8])(=[O:9])[c:10]1[cH:11][cH:12][cH:13][cH:14][cH:15]1)=[NH:16])[CH3:4].[CH:29]([Cl:30])([Cl:31])[Cl:32].[ClH:1].[F:17][c:18]1[c:19]([C:20](=[O:21])[NH:22][NH2:23])[cH:24][cH:25][c:26]([F:28])[cH:27]1>>[C:5]([CH2:6][S:7](=[O:8])(=[O:9])[c:10]1[cH:11][cH:12][cH:13][cH:14][cH:15]1)([NH2:16])=[N:23][NH:22][C:20]([c:19]1[c:18]([F:17])[cH:27][c:26]([F:28])[cH:25][cH:24]1)=[O:21]. Reactants: NC[C@H]1N([C@H]2C[C@H]2C1)C(=O)C=1N=C(SC1C1=CC(=CC=C1)F)C ([(1S,3S,5S)-3-aminomethyl-2-aza-bicyclo[3.1.0]hex-2-yl]-[5-(3-fluoro-phenyl)-2-methyl-thiazol-4-yl]-methanone), C1(=NC=CC2=CC=CC=C12)C(=O)O (isoquinoline-1-carboxylic acid). Product: FC=1C=C(C=CC1)C1=C(N=C(S1)C)C(=O)N1[C@H]2C[C@H]2C[C@H]1CNC(=O)C1=NC=CC2=CC=CC=C12 (isoquinoline-1-carboxylic acid {(1S,3S,5S)-2-[5-(3-fluoro-phenyl)-2-methyl-thiazole-4-carbonyl]-2-aza-bicyclo[3.1.0]hex-3-ylmethyl}-amide). RXN SMILES: [NH2:1][CH2:2][C@@H:3]1[CH2:8][C@H:7]2[C@H:5]([CH2:6]2)[N:4]1[C:9]([C:11]1[N:12]=[C:13]([CH3:23])[S:14][C:15]=1[C:16]1[CH:21]=[CH:20][CH:19]=[C:18]([F:22])[CH:17]=1)=[O:10].[C:24]1([C:34](O)=[O:35])[C:33]2[C:28](=[CH:29][CH:30]=[CH:31][CH:32]=2)[CH:27]=[CH:26][N:25]=1>>[F:22][C:18]1[CH:17]=[C:16]([C:15]2[S:14][C:13]([CH3:23])=[N:12][C:11]=2[C:9]([N:4]2[C@H:3]([CH2:2][NH:1][C:34]([C:24]3[C:33]4[C:28](=[CH:29][CH:30]=[CH:31][CH:32]=4)[CH:27]=[CH:26][N:25]=3)=[O:35])[CH2:8][C@H:7]3[C@@H:5]2[CH2:6]3)=[O:10])[CH:21]=[CH:20][CH:19]=1. Reported procedure: prepared by reaction of [(1S,3S,5S)-3-aminomethyl-2-aza-bicyclo[3.1.0]hex-2-yl]-[5-(3-fluoro-phenyl)-2-methyl-thiazol-4-yl]-methanone with isoquinoline-1-carboxylic acid. LC-MS (basic): tR=0.92 min; [M+H]+=487.1. Starting materials: CN1CCC(n2ccc3cc(Br)ccc32)CC1, CC(C)(C)P(C(C)(C)C)C(C)(C)C, C[Si](C)(C)[N-][Si](C)(C)C, O=C(C=Cc1ccccc1)C=Cc1ccccc1, O=C(C=Cc1ccccc1)C=Cc1ccccc1, O=C(C=Cc1ccccc1)C=Cc1ccccc1, [Li+], C1CCOC1, [Pd], [Pd]. Yields the product CN1CCC(n2ccc3cc(N)ccc32)CC1. RXN SMILES: [Br:1][c:2]1[cH:3][c:4]2[cH:5][cH:6][n:7]([CH:11]3[CH2:12][CH2:13][N:14]([CH3:17])[CH2:15][CH2:16]3)[c:8]2[cH:9][cH:10]1.[C:18]([P:19]([C:20]([CH3:21])([CH3:22])[CH3:23])[C:24]([CH3:25])([CH3:26])[CH3:27])([CH3:28])([CH3:29])[CH3:30].[CH3:31][Si:32]([N-:35][Si:33]([CH3:34])([CH3:36])[CH3:37])([CH3:38])[CH3:39].[CH:43](=[CH:44][C:45]([CH:46]=[CH:47][c:48]1[cH:49][cH:50][cH:51][cH:52][cH:53]1)=[O:54])[c:55]1[cH:56][cH:57][cH:58][cH:59][cH:60]1.[CH:61](=[CH:62][C:63]([CH:64]=[CH:65][c:66]1[cH:67][cH:68][cH:69][cH:70][cH:71]1)=[O:72])[c:73]1[cH:74][cH:75][cH:76][cH:77][cH:78]1.[CH:79](=[CH:80][C:81]([CH:82]=[CH:83][c:84]1[cH:85][cH:86][cH:87][cH:88][cH:89]1)=[O:90])[c:91]1[cH:92][cH:93][cH:94][cH:95][cH:96]1.[Li+:40].[O:97]1[CH2:98][CH2:99][CH2:100][CH2:101]1.[Pd:41].[Pd:42]>>[c:2]1([NH2:35])[cH:3][c:4]2[cH:5][cH:6][n:7]([CH:11]3[CH2:12][CH2:13][N:14]([CH3:17])[CH2:15][CH2:16]3)[c:8]2[cH:9][cH:10]1. Yields the product CCN(CC)c1cc2[nH]c(-c3ccccc3OC)nc2cc1NC(=O)c1ccc(Cl)cc1. Reactants: O=C(Cl)c1ccc(Cl)cc1, CCN(CC)c1cc2[nH]c(-c3ccccc3OC)nc2cc1N. Reaction SMILES: [Cl:24][C:25](=[O:26])[c:27]1[cH:28][cH:29][c:30]([Cl:31])[cH:32][cH:33]1.[NH2:1][c:2]1[cH:3][c:4]2[c:5]([nH:6][c:7](-[c:9]3[c:10]([O:15][CH3:16])[cH:11][cH:12][cH:13][cH:14]3)[n:8]2)[cH:17][c:18]1[N:19]([CH2:20][CH3:21])[CH2:22][CH3:23]>>[NH:1]([c:2]1[cH:3][c:4]2[c:5]([nH:6][c:7](-[c:9]3[c:10]([O:15][CH3:16])[cH:11][cH:12][cH:13][cH:14]3)[n:8]2)[cH:17][c:18]1[N:19]([CH2:20][CH3:21])[CH2:22][CH3:23])[C:25](=[O:26])[c:27]1[cH:28][cH:29][c:30]([Cl:31])[cH:32][cH:33]1.